From a dataset of the Open Reaction Database (ORD), a public repository of structured organic reaction records. describe an organic reaction: reactants, conditions, products, and yield The reactants are CCC(CC)CC1(C(=O)O)CCCCC1, CCC(CC)CC1(C(=O)OC(=O)C2(CC(CC)CC)CCCCC2)CCCCC1, CCCCN(CCCC)CCCC, CCCCCCC, O=S(Cl)Cl. Product: CCC(CC)CC1(C(=O)Cl)CCCCC1. Reaction SMILES: [CH2:1]([CH3:2])[CH:3]([CH2:4][C:5]1([C:11](=[O:12])[OH:13])[CH2:6][CH2:7][CH2:8][CH2:9][CH2:10]1)[CH2:14][CH3:15].[CH2:33]([CH:34]([CH2:35][CH3:36])[CH2:37][C:38]1([C:39]([O:40][C:41]([C:42]2([CH2:43][CH:44]([CH2:45][CH3:46])[CH2:47][CH3:48])[CH2:49][CH2:50][CH2:51][CH2:52][CH2:53]2)=[O:54])=[O:55])[CH2:56][CH2:57][CH2:58][CH2:59][CH2:60]1)[CH3:61].[CH3:16][CH2:17][CH2:18][CH2:19][N:20]([CH2:21][CH2:22][CH2:23][CH3:24])[CH2:25][CH2:26][CH2:27][CH3:28].[CH3:62][CH2:63][CH2:64][CH2:65][CH2:66][CH2:67][CH3:68].[S:29]([Cl:30])([Cl:31])=[O:32]>>[CH2:1]([CH3:2])[CH:3]([CH2:4][C:5]1([C:11](=[O:12])[Cl:31])[CH2:6][CH2:7][CH2:8][CH2:9][CH2:10]1)[CH2:14][CH3:15]. Reactants: CCO, [Cl-], O=C(c1ccc([N+](=O)[O-])cc1Cl)N1CCCCc2sccc21, [Na+], O=C([O-])O, O, O. Yields the product Nc1ccc(C(=O)N2CCCCc3sccc32)c(Cl)c1. Reaction SMILES: [CH3:31][CH2:32][OH:33].[Cl-:25].[Cl:1][c:2]1[c:3]([C:4](=[O:5])[N:6]2[c:7]3[c:8]([s:13][cH:14][cH:15]3)[CH2:9][CH2:10][CH2:11][CH2:12]2)[cH:16][cH:17][c:18]([N+:20]([O-:21])=[O:22])[cH:19]1.[Na+:30].[O-:26][C:27]([OH:28])=[O:29].[OH2:23].[OH2:24]>>[Cl:1][c:2]1[c:3]([C:4](=[O:5])[N:6]2[c:7]3[c:8]([s:13][cH:14][cH:15]3)[CH2:9][CH2:10][CH2:11][CH2:12]2)[cH:16][cH:17][c:18]([NH2:20])[cH:19]1. Starting materials: C(#N)CC1=CC=C(O1)C=1N=C(SC1)NC(=S)N (4-(5-cyanomethylfuran-2-yl)-2-thioureidothiazole), CI (methyl iodide). The solvent is CO (methanol), O1CCCC1 (tetrahydrofuran). Product: I.NC(SC)=NC=1SC=C(N1)C=1OC(=CC1)CC#N (2-[(amino)(methylthio)methyleneamino]-4-(5-cyanomethylfuran-2-yl)thiazole hydriodide). As a reaction SMILES: [C:1]([CH2:3][C:4]1[O:8][C:7]([C:9]2[N:10]=[C:11]([NH:14][C:15]([NH2:17])=[S:16])[S:12][CH:13]=2)=[CH:6][CH:5]=1)#[N:2].[CH3:18][I:19]>CO.O1CCCC1>[IH:19].[NH2:17][C:15](=[N:14][C:11]1[S:12][CH:13]=[C:9]([C:7]2[O:8][C:4]([CH2:3][C:1]#[N:2])=[CH:5][CH:6]=2)[N:10]=1)[S:16][CH3:18] |f:4.5|. Reported procedure: A mixture of 4-(5-cyanomethylfuran-2-yl)-2-thioureidothiazole (11.4 g) and methyl iodide (2.7 ml) in methanol (110 ml) and tetrahydrofuran (60 ml) was refluxed for 1.5 hours under stirring. Evaporation of the solvent gave a residue, which was triturated with ethyl acetate to give 2-[(amino)(methylthio)methyleneamino]-4-(5-cyanomethylfuran-2-yl)thiazole hydriodide (14.50 g). Starting materials: COC(=O)C=1C(=C2C=C(C(N(C2=CN1)CC1=CC=CC=C1)=O)C)O (1-benzyl-5-hydroxy-3-methyl-2-oxo-1,2-dihydro-[1,7]naphthyridine-6-carboxylic acid methyl ester), NCCC(=O)O (β-alanine), C[O-].[Na+] (NaOMe). The product is C(C1=CC=CC=C1)N1C(C(=CC2=C(C(=NC=C12)C(=O)NCCC(=O)O)O)C)=O (3-[(1-Benzyl-5-hydroxy-3-methyl-2-oxo-1,2-dihydro-[1,7]naphthyridine-6-carbonyl)-amino]-propionic acid). Isolated yield 33.4%. Reaction SMILES: CO[C:3]([C:5]1[C:6]([OH:24])=[C:7]2[C:12](=[CH:13][N:14]=1)[N:11]([CH2:15][C:16]1[CH:21]=[CH:20][CH:19]=[CH:18][CH:17]=1)[C:10](=[O:22])[C:9]([CH3:23])=[CH:8]2)=[O:4].[NH2:25][CH2:26][CH2:27][C:28]([OH:30])=[O:29].C[O-].[Na+]>>[CH2:15]([N:11]1[C:12]2[C:7](=[C:6]([OH:24])[C:5]([C:3]([NH:25][CH2:26][CH2:27][C:28]([OH:30])=[O:29])=[O:4])=[N:14][CH:13]=2)[CH:8]=[C:9]([CH3:23])[C:10]1=[O:22])[C:16]1[CH:21]=[CH:20][CH:19]=[CH:18][CH:17]=1 |f:2.3|. Procedure details: A mixture of 1-benzyl-5-hydroxy-3-methyl-2-oxo-1,2-dihydro-[1,7]naphthyridine-6-carboxylic acid methyl ester (36 mg, 0.11 mmol), β-alanine (990 mg, 11 mmol) and NaOMe solution (16.6 mL, 8.3 mmol, 0.5 M in MeOH) was refluxed for 16 h. After the mixture was cooled to r.t., the solvent was evaporated in vacuo. The residue was dissolved in water and washed several times with ether. The aqueous layer was acidified to pH about 1 with 1 M HCl, and the resulting precipitate was isolated by filtration an...